Dataset: the Open Reaction Database (ORD), a public repository of structured organic reaction records. Task: describe an organic reaction: reactants, conditions, products, and yield Reactants: Cl[C@@]12[C@]3(C=CC(C=C3CC[C@H]1[C@@H]1C[C@H]([C@](C(CO)=O)([C@]1(C[C@@H]2Cl)C)O)OCC(C2=CC=CC=C2)=O)=O)C (9,11β-dichloro-17,21-dihydroxy-16α-(2-oxo-2-phenylethoxy)pregna-1,4-diene-3,20-dione), 21-methanesulfonate, [Cl-].[Li+] (lithium chloride). Solvent: O (water), CN(C=O)C (dimethylformamide). Yields the product Cl[C@@]12[C@]3(C=CC(C=C3CC[C@H]1[C@@H]1C[C@H]([C@](C(CCl)=O)([C@]1(C[C@@H]2Cl)C)O)OCC(C2=CC=CC=C2)=O)=O)C (9,11β,21-Trichloro-17-hydroxy-16α-(2-oxo-2-phenylethoxy)pregna-1,4-diene-3,20-dione). As a reaction SMILES: [Cl:1][C@:2]12[C@@H:22]([Cl:23])[CH2:21][C@@:20]3([CH3:24])[C@@H:12]([CH2:13][C@@H:14]([O:26][CH2:27][C:28](=[O:35])[C:29]4[CH:34]=[CH:33][CH:32]=[CH:31][CH:30]=4)[C@:15]3([OH:25])[C:16](=[O:19])[CH2:17]O)[C@@H:11]1[CH2:10][CH2:9][C:8]1[C@:3]2([CH3:37])[CH:4]=[CH:5][C:6](=[O:36])[CH:7]=1.[Cl-:38].[Li+]>CN(C)C=O.O>[Cl:1][C@:2]12[C@@H:22]([Cl:23])[CH2:21][C@@:20]3([CH3:24])[C@@H:12]([CH2:13][C@@H:14]([O:26][CH2:27][C:28](=[O:35])[C:29]4[CH:34]=[CH:33][CH:32]=[CH:31][CH:30]=4)[C@:15]3([OH:25])[C:16](=[O:19])[CH2:17][Cl:38])[C@@H:11]1[CH2:10][CH2:9][C:8]1[C@:3]2([CH3:37])[CH:4]=[CH:5][C:6](=[O:36])[CH:7]=1 |f:1.2|. Procedure details: A solution of 9,11β-dichloro-17,21-dihydroxy-16α-(2-oxo-2-phenylethoxy)pregna-1,4-diene-3,20-dione, 21-methanesulfonate (1 mmole) in 20 ml of dimethylformamide is heated at 80°C for 3 hours with 1 g of lithium chloride, cooled, diluted with water and filtered to give the title compound.